From a dataset of the Open Reaction Database (ORD), a public repository of structured organic reaction records. describe an organic reaction: reactants, conditions, products, and yield Reactants: COc1cc2c(Oc3cccc(NC(=O)Nc4cc(C(C)(C)C)on4)c3)ncnc2cc1OCCCCl, CCCC[N+](CCCC)(CCCC)CCCC, [I-], OC1CCNC1, O. Yields the product COc1cc2c(Oc3cccc(NC(=O)Nc4cc(C(C)(C)C)on4)c3)ncnc2cc1OCCCN1CCC(O)C1. As a reaction SMILES: [C:1]([CH3:2])([CH3:3])([CH3:4])[c:5]1[cH:6][c:7]([NH:10][C:11](=[O:12])[NH:13][c:14]2[cH:15][c:16]([O:20][c:21]3[n:22][cH:23][n:24][c:25]4[cH:26][c:27]([O:33][CH2:34][CH2:35][CH2:36][Cl:37])[c:28]([O:31][CH3:32])[cH:29][c:30]34)[cH:17][cH:18][cH:19]2)[n:8][o:9]1.[CH2:45]([N+:46]([CH2:47][CH2:48][CH2:49][CH3:50])([CH2:51][CH2:52][CH2:53][CH3:54])[CH2:55][CH2:56][CH2:57][CH3:58])[CH2:59][CH2:60][CH3:61].[I-:44].[NH:38]1[CH2:39][CH:40]([OH:43])[CH2:41][CH2:42]1.[OH2:62]>>[C:1]([CH3:2])([CH3:3])([CH3:4])[c:5]1[cH:6][c:7]([NH:10][C:11](=[O:12])[NH:13][c:14]2[cH:15][c:16]([O:20][c:21]3[n:22][cH:23][n:24][c:25]4[cH:26][c:27]([O:33][CH2:34][CH2:35][CH2:36][N:38]5[CH2:39][CH:40]([OH:43])[CH2:41][CH2:42]5)[c:28]([O:31][CH3:32])[cH:29][c:30]34)[cH:17][cH:18][cH:19]2)[n:8][o:9]1.